This data is from the Open Reaction Database (ORD), a public repository of structured organic reaction records. The task is: describe an organic reaction: reactants, conditions, products, and yield Reactants: C1N(CCC2=CC=CC=C12)CC(CNC(=O)C=1C=C(C=CC1)N1CCN(CC1)C(=O)OC(C)(C)C)O (tert-butyl 4-(3-(3-(3,4-dihydroisoquinolin-2(1H)-yl)-2-hydroxy propylcarbamoyl)phenyl)piperazine-1-carboxylate), C(=O)(C(F)(F)F)O (TFA). Solvent: C(Cl)Cl (DCM). Reaction conditions: temperature 27 celsius, time 4 hour. The product is C1N(CCC2=CC=CC=C12)CC(CNC(C1=CC(=CC=C1)N1CCNCC1)=O)O (N-(3-(3,4-dihydroisoquinolin-2(1H)-yl)-2-hydroxypropyl)-3-(piperazin-1-yl)benzamide). Isolated yield 57.9%. RXN SMILES: [CH2:1]1[C:10]2[C:5](=[CH:6][CH:7]=[CH:8][CH:9]=2)[CH2:4][CH2:3][N:2]1[CH2:11][CH:12]([OH:36])[CH2:13][NH:14][C:15]([C:17]1[CH:18]=[C:19]([N:23]2[CH2:28][CH2:27][N:26](C(OC(C)(C)C)=O)[CH2:25][CH2:24]2)[CH:20]=[CH:21][CH:22]=1)=[O:16].C(O)(C(F)(F)F)=O>C(Cl)Cl>[CH2:1]1[C:10]2[C:5](=[CH:6][CH:7]=[CH:8][CH:9]=2)[CH2:4][CH2:3][N:2]1[CH2:11][CH:12]([OH:36])[CH2:13][NH:14][C:15](=[O:16])[C:17]1[CH:22]=[CH:21][CH:20]=[C:19]([N:23]2[CH2:24][CH2:25][NH:26][CH2:27][CH2:28]2)[CH:18]=1. Procedure details: To a solution of tert-butyl 4-(3-(3-(3,4-dihydroisoquinolin-2(1H)-yl)-2-hydroxy propylcarbamoyl)phenyl)piperazine-1-carboxylate (140 mg, 0.28 mmol) in DCM (2 mL) was added TFA (2 mL). The resulting solution was stirred at 27° C. for 4 h. The solution was concentrated and the residue was purified by prep-HPLC to give the title product (64.0 mg, Yield 57%). 1H NMR (CD3OD, 400 MHz): δ 7.47-7.38 (s, 1H), 7.31-7.21 (m, 2H), 7.19-7.08 (m, 4H), 7.08-7.01 (m, 1H), 4.13 (quin, J=6.0 Hz, 1H), 3.77 (s, 2H)... Reactants: N-hexane, C(C)[Si](CC)(CC)Cl (Triethylsilyl chloride), BrC[C@H](O)C1=CC2=C(OC(OC2)(C)C)C=C1 ((1R)-2-Bromo-1-(2,2-dimethyl-4H-1,3-benzodioxin-6-yl)ethanol), N1C=NC=C1 (imidazole). Solvent: CN(C)C=O (DMF). Reaction conditions: temperature 15 celsius, time 1 hour. The product is BrC[C@@H](C1=CC2=C(OC(OC2)(C)C)C=C1)O[Si](CC)(CC)CC ({[(1R)-2-Bromo-1-(2,2-dimethyl-4H-1,3-benzodioxin-6-yl)ethyl]oxy}(triethyl)silane). Yield: 99.9%. Reaction SMILES: [CH2:1]([Si:3](Cl)([CH2:6][CH3:7])[CH2:4][CH3:5])[CH3:2].[Br:9][CH2:10][C@@H:11]([C:13]1[CH:24]=[CH:23][C:16]2[O:17][C:18]([CH3:22])([CH3:21])[O:19][CH2:20][C:15]=2[CH:14]=1)[OH:12].N1C=CN=C1>CN(C=O)C>[Br:9][CH2:10][C@H:11]([O:12][Si:3]([CH2:6][CH3:7])([CH2:4][CH3:5])[CH2:1][CH3:2])[C:13]1[CH:24]=[CH:23][C:16]2[O:17][C:18]([CH3:22])([CH3:21])[O:19][CH2:20][C:15]=2[CH:14]=1. Procedure: Triethylsilyl chloride (205 g) was added dropwise to a stirred mixture of (1R)-2-Bromo-1-(2,2-dimethyl-4H-1,3-benzodioxin-6-yl)ethanol (350 g) and imidazole (108.5 g) in DMF (875 ml) at 5° C. Upon complete addition the mixture was warmed to 15° C. and stirred, at this temperature for 1 h. N-hexane (3500 ml) was then added to the mixture which was washed with water (3×1750 ml). The organic layer was dried over anhydrous MgSO4 before being filtered and concentrated under reduced pressure to give t... The reactants are CCCCCn1c(C(F)(F)F)nc2cccc3nc4c(c1c32)Cn1c-4cc2c(c1=O)COC(=O)C2(CC)OC(C)=O, CO, Cl, NN. The product is CCCCCn1c(C(F)(F)F)nc2cccc3nc4c(c1c32)Cn1c-4cc2c(c1=O)COC(=O)C2(O)CC. As a reaction SMILES: [C:1](=[O:2])([CH3:3])[O:4][C:5]1([CH2:40][CH3:41])[C:6](=[O:39])[O:7][CH2:8][c:9]2[c:10](=[O:38])[n:11]3[c:35]([cH:36][c:37]21)-[c:14]1[c:13]([c:18]2[c:17]4[c:16]([n:15]1)[cH:25][cH:24][cH:23][c:22]4[n:21][c:20]([C:26]([F:27])([F:28])[F:29])[n:19]2[CH2:30][CH2:31][CH2:32][CH2:33][CH3:34])[CH2:12]3.[CH3:45][OH:46].[ClH:44].[NH2:42][NH2:43]>>[OH:4][C:5]1([CH2:40][CH3:41])[C:6](=[O:39])[O:7][CH2:8][c:9]2[c:10](=[O:38])[n:11]3[c:35]([cH:36][c:37]21)-[c:14]1[c:13]([c:18]2[c:17]4[c:16]([n:15]1)[cH:25][cH:24][cH:23][c:22]4[n:21][c:20]([C:26]([F:27])([F:28])[F:29])[n:19]2[CH2:30][CH2:31][CH2:32][CH2:33][CH3:34])[CH2:12]3. Starting materials: CC(=O)O, CC(O)C(=O)O, O, O=S(=O)(O)O. Yields the product CC(=O)OC(C)C(=O)O. RXN SMILES: [CH3:13][C:14]([OH:15])=[O:16].[CH3:6][CH:7]([OH:8])[C:9]([OH:10])=[O:11].[OH2:12].[S:1](=[O:2])(=[O:3])([OH:4])[OH:5]>>[CH3:6][CH:7]([O:8][C:14]([CH3:13])=[O:15])[C:9]([OH:10])=[O:11]. Starting materials: C1CCOC1, CN, CO, COC(=O)c1cc(Cl)ccn1. The product is CNC(=O)c1cc(Cl)ccn1. RXN SMILES: [CH2:16]1[O:17][CH2:18][CH2:19][CH2:20]1.[CH3:12][NH2:13].[CH3:14][OH:15].[Cl:1][c:2]1[cH:3][c:4]([C:8]([O:10][CH3:9])=[O:11])[n:5][cH:6][cH:7]1>>[Cl:1][c:2]1[cH:3][c:4]([C:8](=[O:10])[NH:13][CH3:12])[n:5][cH:6][cH:7]1. Reactants: C(#N)C1=CC(=CS1)N(NC(=O)OC(C)(C)C)C(=O)OC(C)(C)C (Di-tert-butyl 1-(5-cyanothiophen-3-yl)hydrazine-1,2-dicarboxylate), C(=O)C1=CC=C(S1)N(NC(=O)OC(C)(C)C)C(=O)OC(C)(C)C (Di-tert-butyl 1-(5-formylthiophen-2-yl)hydrazine-1,2-dicarboxylate). Product: C(#N)C1=CC=C(S1)N(NC(=O)OC(C)(C)C)C(=O)OC(C)(C)C (Di-tert-butyl 1-(5-cyanothiophen-2-yl)hydrazine-1,2-dicarboxylate). The yield is 75.0%. RXN SMILES: [C:1]([C:3]1[S:7][CH:6]=[C:5](N(C(OC(C)(C)C)=O)NC(OC(C)(C)C)=O)[CH:4]=1)#[N:2].C(C1SC([N:31]([C:40]([O:42][C:43]([CH3:46])([CH3:45])[CH3:44])=[O:41])[NH:32][C:33]([O:35][C:36]([CH3:39])([CH3:38])[CH3:37])=[O:34])=CC=1)=O>>[C:1]([C:3]1[S:7][C:6]([N:31]([C:40]([O:42][C:43]([CH3:46])([CH3:45])[CH3:44])=[O:41])[NH:32][C:33]([O:35][C:36]([CH3:37])([CH3:38])[CH3:39])=[O:34])=[CH:5][CH:4]=1)#[N:2]. Procedure details: Following the same procedure as described for compound 12 (step 2, scheme 2, example 1c) except using 19 (935 mg, 2.73 mmol) instead of 11 to provide compound 20 (692 mg, 75%) as a yellow solid. LRMS (ESI): calc. 339.1; found 340.2 (MH)+. Reactants: C(C)NC(CCCCC(C)O)=O (N-ethyl-6-hydroxyheptanamide), [OH-].[Na+] (NaOH), [H-].[H-].[H-].[H-].[Li+].[Al+3] (LiAlH4), O (H2O). Solvent: C1CCOC1 (THF), C1CCOC1 (THF). Conditions: time 1 hour. Product: C(C)NCCCCCC(C)O (ethyl(6-hydroxyheptyl)amine). The yield is 62.1%. RXN SMILES: [H-].[H-].[H-].[H-].[Li+].[Al+3].[CH2:7]([NH:9][C:10](=O)[CH2:11][CH2:12][CH2:13][CH2:14][CH:15]([OH:17])[CH3:16])[CH3:8].O.[OH-].[Na+]>C1COCC1>[CH2:7]([NH:9][CH2:10][CH2:11][CH2:12][CH2:13][CH2:14][CH:15]([OH:17])[CH3:16])[CH3:8] |f:0.1.2.3.4.5,8.9|. Procedure details: A stirred suspension of LiAlH4 (2.65 g, 0.0697 mol) in THF (60 ml), under nitrogen, was cooled in an ice bath and treated during 20 minutes with a solution of the product from Step II (4.6 g, 0.0266 mol) in THF (60 ml). The mixture was warmed to ambient temperature during 30 minutes and then refluxed gently for 3.5 hours. It was again cooled in an ice bath and treated cautiously first with H2O (6 ml) and then with 2.5N NaOH (5.1 ml). This mixture was stirred at ambient temperature for 1 hour and... Conditions: time 30 minute. Run in C(C)N(CC)CC (triethylamine), C(C)(=O)OCC (Ethyl acetate), C(Cl)Cl (methylene chloride), CN(C=O)C (N,N-dimethylformamide). Yields the product O(C1=CC=CC=C1)C1=CC(=C(C(=O)OC(C)(C)C)C=C1)NC(C1=CC(=CC=C1)N1C=CC=C1)=O (tert-butyl 4-phenoxy-2-(3-(1H-pyrrol-1-yl)benzamido)benzoate). Reported procedure: 0.015 mL of N,N-dimethylformamide was added to a mixed solution of 2.0 mL of methylene chloride and 0.024 mL of oxalyl chloride containing 47 mg of 3-(1H-pyrrol-1-yl)benzoic acid and stirred at room temperature for 30 minutes, 71 mg of tert-butyl 2-amino-4-phenoxybenzoate and 0.090 mL of triethylamine were added to the reaction mixture at room temperature sequentially and stirred at the same temperature for 30 minutes. Ethyl acetate and 1.0 mol/L hydrochloric acid were added to the reaction mixt... Reactants: NC1=C(C(=O)OC(C)(C)C)C=CC(=C1)OC1=CC=CC=C1 (tert-butyl 2-amino-4-phenoxybenzoate), Cl (hydrochloric acid), C(C(=O)Cl)(=O)Cl (oxalyl chloride), N1(C=CC=C1)C=1C=C(C(=O)O)C=CC1 (3-(1H-pyrrol-1-yl)benzoic acid). RXN SMILES: C(Cl)(=O)C(Cl)=O.[N:7]1([C:12]2[CH:13]=[C:14]([CH:18]=[CH:19][CH:20]=2)[C:15]([OH:17])=O)[CH:11]=[CH:10][CH:9]=[CH:8]1.[NH2:21][C:22]1[CH:34]=[C:33]([O:35][C:36]2[CH:41]=[CH:40][CH:39]=[CH:38][CH:37]=2)[CH:32]=[CH:31][C:23]=1[C:24]([O:26][C:27]([CH3:30])([CH3:29])[CH3:28])=[O:25].Cl>C(OCC)(=O)C.C(N(CC)CC)C.C(Cl)Cl.CN(C)C=O>[O:35]([C:33]1[CH:32]=[CH:31][C:23]([C:24]([O:26][C:27]([CH3:30])([CH3:28])[CH3:29])=[O:25])=[C:22]([NH:21][C:15](=[O:17])[C:14]2[CH:18]=[CH:19][CH:20]=[C:12]([N:7]3[CH:8]=[CH:9][CH:10]=[CH:11]3)[CH:13]=2)[CH:34]=1)[C:36]1[CH:37]=[CH:38][CH:39]=[CH:40][CH:41]=1.